Dataset: the Open Reaction Database (ORD), a public repository of structured organic reaction records. Task: describe an organic reaction: reactants, conditions, products, and yield Procedure: To a mixture of an iron powder, acetic acid and water is added a solution of 3-{4-fluoro-5-[3-methyl-2,6-dioxo-4-(trifluoromethyl)-1,2,3,6-tetrahydropyrimidin-1-yl]-2-nitrophenoxy}-6-methoxy-2-(methoxycarbonyl)methoxypyridine in acetic acid dropwise while maintaining the temperature of the reaction solution at 35° C. or lower. After completion of the addition, the mixture is stirred for 2 hours, then, the reaction solution is filtrated through Celite, and diluted with ethyl acetate. The mixture ... The reagents and catalysts are [Fe] (iron). Starting materials: FC1=CC(=C(OC=2C(=NC(=CC2)OC)OCC(=O)OC)C=C1N1C(N(C(=CC1=O)C(F)(F)F)C)=O)[N+](=O)[O-] (3-{4-fluoro-5-[3-methyl-2,6-dioxo-4-(trifluoromethyl)-1,2,3,6-tetrahydropyrimidin-1-yl]-2-nitrophenoxy}-6-methoxy-2-(methoxycarbonyl)methoxypyridine), O (water). Run in C(C)(=O)O (acetic acid), C(C)(=O)O (acetic acid). RXN SMILES: O.[F:2][C:3]1[C:23]([N:24]2[C:29](=[O:30])[CH:28]=[C:27]([C:31]([F:34])([F:33])[F:32])[N:26]([CH3:35])[C:25]2=[O:36])=[CH:22][C:6]([O:7][C:8]2[C:9]([O:16][CH2:17][C:18]([O:20][CH3:21])=[O:19])=[N:10][C:11]([O:14][CH3:15])=[CH:12][CH:13]=2)=[C:5]([N+:37]([O-])=O)[CH:4]=1>C(O)(=O)C.[Fe]>[NH2:37][C:5]1[CH:4]=[C:3]([F:2])[C:23]([N:24]2[C:29](=[O:30])[CH:28]=[C:27]([C:31]([F:32])([F:34])[F:33])[N:26]([CH3:35])[C:25]2=[O:36])=[CH:22][C:6]=1[O:7][C:8]1[C:9]([O:16][CH2:17][C:18]([O:20][CH3:21])=[O:19])=[N:10][C:11]([O:14][CH3:15])=[CH:12][CH:13]=1. Yields the product NC1=C(OC=2C(=NC(=CC2)OC)OCC(=O)OC)C=C(C(=C1)F)N1C(N(C(=CC1=O)C(F)(F)F)C)=O (3-{2-amino-4-fluoro-5-[3-methyl-2,6-dioxo-4-(trifluoromethyl)-1,2,3,6-tetrahydropyrimidin-1-yl]phenoxy}-6-methoxy-2-(methoxycarbonyl)methoxypyridine). Run at temperature 35 celsius, time 2 hour. The reactants are COc1ccc(C=O)c2sc3c(NC(C)=O)cccc3c12, [O-][Cl+][O-], NS(=O)(=O)O, [Na+], O. Product: COc1ccc(C(=O)O)c2sc3c(NC(C)=O)cccc3c12. RXN SMILES: [CH3:1][O:2][c:3]1[cH:4][cH:5][c:6]([CH:20]=[O:21])[c:7]2[s:8][c:9]3[c:10]([c:11]12)[cH:12][cH:13][cH:14][c:15]3[NH:16][C:17]([CH3:18])=[O:19].[Cl+:27]([O-:28])[O-:29].[NH2:22][S:23]([OH:24])(=[O:25])=[O:26].[Na+:30].[OH2:31]>>[CH3:1][O:2][c:3]1[cH:4][cH:5][c:6]([C:20](=[O:21])[OH:24])[c:7]2[s:8][c:9]3[c:10]([c:11]12)[cH:12][cH:13][cH:14][c:15]3[NH:16][C:17]([CH3:18])=[O:19]. Procedure: At ambient temperature, 2.9 g (15 mmol) of {[(7S)-3,4-dimethoxybicyclo[4.2.0]octa-1,3,5-trien-7-yl]methyl}amine and 1.3 mL (15 mmol/1 eq.) of cyclopentanone are mixed into 60 mL of dichloromethane. There are then added 4.8 g (22.5 mmol/1.5 eq.) of sodium triacetoxyborohydride and then 0.86 mL (15 mmol/1 eq.) of acetic acid, and stirring is carried out at ambient temperature for 4 hours. 90 mL of 1N sodium hydroxide solution are then poured in; extraction with two 120 mL quantities of ether is th... Product: COC=1C=C2C[C@@H](C2=CC1OC)CNC1CCCC1 (N-{[(7S)-3,4-Dimethoxybicyclo[4.2.0]octa-1,3,5-trien-7-yl]-methyl}cyclopentanamine). Starting materials: C(C)(=O)O (acetic acid), [OH-].[Na+] (sodium hydroxide), COC=1C=C2C[C@@H](C2=CC1OC)CN ({[(7S)-3,4-dimethoxybicyclo[4.2.0]octa-1,3,5-trien-7-yl]methyl}amine), C1(CCCC1)=O (cyclopentanone), C(C)(=O)O[BH-](OC(C)=O)OC(C)=O.[Na+] (sodium triacetoxyborohydride). The solvent is ClCCl (dichloromethane). As a reaction SMILES: [CH3:1][O:2][C:3]1[CH:4]=[C:5]2[C:8](=[CH:9][C:10]=1[O:11][CH3:12])[C@@H:7]([CH2:13][NH2:14])[CH2:6]2.[C:15]1(=O)[CH2:19][CH2:18][CH2:17][CH2:16]1.C(O[BH-](OC(=O)C)OC(=O)C)(=O)C.[Na+].C(O)(=O)C.[OH-].[Na+]>ClCCl>[CH3:1][O:2][C:3]1[CH:4]=[C:5]2[C:8](=[CH:9][C:10]=1[O:11][CH3:12])[C@@H:7]([CH2:13][NH:14][CH:15]1[CH2:19][CH2:18][CH2:17][CH2:16]1)[CH2:6]2 |f:2.3,5.6|. Reaction conditions: time 4 hour. The reactants are C#CCC(CCCC)O (1-octyn-4-ol), C(C1=CC=CC=C1)(=O)Cl (benzoyl chloride), 63, O (water), C#C (acetylene). The solvent is N1=CC=CC=C1 (pyridine). Run at time 1.5 hour. Yields the product C(C1=CC=CC=C1)(=O)OC(CC#C)CCCC (4-benzoyloxy-1-octyne). As a reaction SMILES: [CH:1]#[C:2][CH2:3][CH:4]([OH:9])[CH2:5][CH2:6][CH2:7][CH3:8].[C:10](Cl)(=[O:17])[C:11]1[CH:16]=[CH:15][CH:14]=[CH:13][CH:12]=1.O.C#C>N1C=CC=CC=1>[C:10]([O:9][CH:4]([CH2:5][CH2:6][CH2:7][CH3:8])[CH2:3][C:2]#[CH:1])(=[O:17])[C:11]1[CH:16]=[CH:15][CH:14]=[CH:13][CH:12]=1. Procedure details: To a stirred solution of 63. g (0.50 moles) of 1-octyn-4-ol (Example 93) in 500 ml of pyridine is added 77 g (0.55 moles) of benzoyl chloride. After stirring for 1.5 hours the mixture is treated with 10 ml of water, allowed to stand for 5 minutes, and concentrated. A solution of the residue in ether is washed successively with ice-cold hydrochloric acid, water, sodium bicarbonate solution, and brine. The solution is dried over magnesium sulfate, filtered through Celite, and concentrated to give ... The reactants are CC(C)N1CC(C(C#N)(c2ccccc2)c2ccccn2)C1, [Na+], [OH-], O=S(=O)(O)O. Yields the product CC(C)N1CC(C(C(N)=O)(c2ccccc2)c2ccccn2)C1. As a reaction SMILES: [CH:6]([CH3:7])([CH3:8])[N:9]1[CH2:10][CH:11]([C:13]([C:14]#[N:15])([c:16]2[n:17][cH:18][cH:19][cH:20][cH:21]2)[c:22]2[cH:23][cH:24][cH:25][cH:26][cH:27]2)[CH2:12]1.[Na+:29].[OH-:28].[S:1](=[O:2])(=[O:3])([OH:4])[OH:5]>>[CH:6]([CH3:7])([CH3:8])[N:9]1[CH2:10][CH:11]([C:13]([C:14]([NH2:15])=[O:28])([c:16]2[n:17][cH:18][cH:19][cH:20][cH:21]2)[c:22]2[cH:23][cH:24][cH:25][cH:26][cH:27]2)[CH2:12]1. Starting materials: BrC1=CN(C=2N=CN=C(C21)N[C@@H](C)C2=NN1C(C(N2C2=CC=CC=C2)=O)=C(C=C1)C)COCC[Si](C)(C)C ((S)-2-(1-((5-Bromo-7-((2-(trimethylsilyl)ethoxy)methyl)-7H-pyrrolo[2,3-d]pyrimidin-4-yl)amino)ethyl)-5-methyl-3-phenylpyrrolo[2,1-f][1,2,4]triazin-4(3H)-one), C(#N)C=1C=C(C=C(C1)OC)B(O)O ((3-cyano-5-methoxyphenyl)boronic acid), C([O-])([O-])=O.[Na+].[Na+] (sodium carbonate). The product is COC=1C=C(C#N)C=C(C1)C1=CN(C=2N=CN=C(C21)N[C@@H](C)C2=NN1C(C(N2C2=CC=CC=C2)=O)=C(C=C1)C)COCC[Si](C)(C)C ((S)-3-Methoxy-5-(4-((1-(5-methyl-4-oxo-3-phenyl-3,4-dihydropyrrolo[2,1-f][1,2,4]triazin-2-yl)ethyl)amino)-7-((2-(trimethylsilyl)ethoxy)methyl)-7H-pyrrolo[2,3-d]pyrimidin-5-yl)benzonitrile). Reported procedure: (S)-2-(1-((5-Bromo-7-((2-(trimethylsilyl)ethoxy)methyl)-7H-pyrrolo[2,3-d]pyrimidin-4-yl)amino)ethyl)-5-methyl-3-phenylpyrrolo[2,1-f][1,2,4]triazin-4(3H)-one (100 mg, 0.17 mmol) was treated with (3-cyano-5-methoxyphenyl)boronic acid (74 mg, 0.42 mmol), sodium carbonate (45 mg, 0.42 mmols), 1,1′-bis(diphenylphosphino)ferrocene-palladium(II)dichloride dichloromethane complex (41 mg, 0.05 mmol) and 4 ml 1,2-dimethoxyethane and 1 ml water as a solvents according to the method described in Preparation... Run in COCCOC (1,2-dimethoxyethane), O (water). Isolated yield 43.0%. As a reaction SMILES: Br[C:2]1[C:10]2[C:9]([NH:11][C@H:12]([C:14]3[N:19]([C:20]4[CH:25]=[CH:24][CH:23]=[CH:22][CH:21]=4)[C:18](=[O:26])[C:17]4=[C:27]([CH3:30])[CH:28]=[CH:29][N:16]4[N:15]=3)[CH3:13])=[N:8][CH:7]=[N:6][C:5]=2[N:4]([CH2:31][O:32][CH2:33][CH2:34][Si:35]([CH3:38])([CH3:37])[CH3:36])[CH:3]=1.[C:39]([C:41]1[CH:42]=[C:43](B(O)O)[CH:44]=[C:45]([O:47][CH3:48])[CH:46]=1)#[N:40].C(=O)([O-])[O-].[Na+].[Na+]>COCCOC.O>[CH3:48][O:47][C:45]1[CH:46]=[C:41]([CH:42]=[C:43]([C:2]2[C:10]3[C:9]([NH:11][C@H:12]([C:14]4[N:19]([C:20]5[CH:25]=[CH:24][CH:23]=[CH:22][CH:21]=5)[C:18](=[O:26])[C:17]5=[C:27]([CH3:30])[CH:28]=[CH:29][N:16]5[N:15]=4)[CH3:13])=[N:8][CH:7]=[N:6][C:5]=3[N:4]([CH2:31][O:32][CH2:33][CH2:34][Si:35]([CH3:38])([CH3:37])[CH3:36])[CH:3]=2)[CH:44]=1)[C:39]#[N:40] |f:2.3.4|.